Dataset: the Open Reaction Database (ORD), a public repository of structured organic reaction records. Task: describe an organic reaction: reactants, conditions, products, and yield The reactants are NCC1CCN(C(=O)OCc2ccccc2)CC1, CS(=O)(=O)c1nccc(-n2cnc3ccccc32)n1, CCOC(C)=O. The product is O=C(OCc1ccccc1)N1CCC(CNc2nccc(-n3cnc4ccccc43)n2)CC1. Reaction SMILES: [CH2:20]([c:21]1[cH:22][cH:23][cH:24][cH:25][cH:26]1)[O:27][C:28](=[O:29])[N:30]1[CH2:31][CH2:32][CH:33]([CH2:36][NH2:37])[CH2:34][CH2:35]1.[CH3:1][S:2](=[O:3])(=[O:4])[c:5]1[n:6][cH:7][cH:8][c:9](-[n:11]2[cH:12][n:13][c:14]3[c:15]2[cH:16][cH:17][cH:18][cH:19]3)[n:10]1.[CH3:38][CH2:39][O:40][C:41]([CH3:42])=[O:43]>>[c:5]1([NH:37][CH2:36][CH:33]2[CH2:32][CH2:31][N:30]([C:28]([O:27][CH2:20][c:21]3[cH:22][cH:23][cH:24][cH:25][cH:26]3)=[O:29])[CH2:35][CH2:34]2)[n:6][cH:7][cH:8][c:9](-[n:11]2[cH:12][n:13][c:14]3[c:15]2[cH:16][cH:17][cH:18][cH:19]3)[n:10]1. Starting materials: FC1=C(CN2N=C(C=C2C2=NOC=C2)C2=NC=C(C=C2)F)C=CC=C1 (3-(1-(2-fluorobenzyl)-3-(5-fluoropyridin-2-yl)-1H-pyrazol-5-yl)isoxazole), OO.NC(=O)N (urea compound with hydrogen peroxide), FC(C(=O)OC(C(F)(F)F)=O)(F)F (trifluoroacetic anhydride). The solvent is C(C)(=O)OC(C)=O (acetic anhydride), C(Cl)Cl (DCM), ClCCl (dichloromethane). Conditions: temperature 25 celsius, time 3 day. The product is C(C)(=O)OC1=NC(=CC=C1F)C1=NN(C(=C1)C1=NOC=C1)CC1=C(C=CC=C1)F (3-fluoro-6-(1-(2-fluorobenzyl)-5-(isoxazol-3-yl)-1H-pyrazol-3-yl)pyridin-2-yl acetate). Reaction SMILES: [F:1][C:2]1[CH:25]=[CH:24][CH:23]=[CH:22][C:3]=1[CH2:4][N:5]1[C:9]([C:10]2[CH:14]=[CH:13][O:12][N:11]=2)=[CH:8][C:7]([C:15]2[CH:20]=[CH:19][C:18]([F:21])=[CH:17][N:16]=2)=[N:6]1.OO.NC(N)=O.F[C:33](F)(F)[C:34]([O:36]C(=O)C(F)(F)F)=[O:35]>C(Cl)Cl.C(OC(=O)C)(=O)C>[C:34]([O:36][C:17]1[C:18]([F:21])=[CH:19][CH:20]=[C:15]([C:7]2[CH:8]=[C:9]([C:10]3[CH:14]=[CH:13][O:12][N:11]=3)[N:5]([CH2:4][C:3]3[CH:22]=[CH:23][CH:24]=[CH:25][C:2]=3[F:1])[N:6]=2)[N:16]=1)(=[O:35])[CH3:33] |f:1.2|. Reported procedure: To a cold mixture of 3-(1-(2-fluorobenzyl)-3-(5-fluoropyridin-2-yl)-1H-pyrazol-5-yl)isoxazole (1 equiv.) and urea compound with hydrogen peroxide (1:1) (3 equiv.) in DCM (1.7 ml) at 0° C., was added trifluoroacetic anhydride (3 equiv.). The mixture was allowed to warm to 25° C. and stirred for 3 days. The mixture was quenched with saturated solution of sodium bisulfate and extracted with dichloromethane (50 ml×3). The organic layers were combined, filtered and evaporated to give solid. The solid... Reactants: N (ammonia), ClC=1C=CC(=C(C1)C1=NN=C(O1)C(=O)OCC)O[C@@H](C)C1=NN=C(N1C)C1=C(C=CC=C1)C(F)(F)F (ethyl 5-{5-chloro-2-[(1S)-1-{4-methyl-5-[2-(trifluoromethyl)phenyl]-4H-1,2,4-triazol-3-yl}ethoxy]phenyl}-1,3,4-oxadiazole-2-carboxylate), O (Water). Solvent: C(C)O (ethanol). Run at time 1 hour. Yields the product ClC=1C=CC(=C(C1)C1=NN=C(O1)C(=O)N)O[C@@H](C)C1=NN=C(N1C)C1=C(C=CC=C1)C(F)(F)F (5-{5-chloro-2-[(1S)-1-{4-methyl-5-[2-(trifluoromethyl)phenyl]-4H-1,2,4-triazol-3-yl}ethoxy]phenyl}-1,3,4-oxadiazole-2-carboxamide). As a reaction SMILES: [NH3:1].[Cl:2][C:3]1[CH:4]=[CH:5][C:6]([O:19][C@H:20]([C:22]2[N:26]([CH3:27])[C:25]([C:28]3[CH:33]=[CH:32][CH:31]=[CH:30][C:29]=3[C:34]([F:37])([F:36])[F:35])=[N:24][N:23]=2)[CH3:21])=[C:7]([C:9]2[O:13][C:12]([C:14]([O:16]CC)=O)=[N:11][N:10]=2)[CH:8]=1.O>C(O)C>[Cl:2][C:3]1[CH:4]=[CH:5][C:6]([O:19][C@H:20]([C:22]2[N:26]([CH3:27])[C:25]([C:28]3[CH:33]=[CH:32][CH:31]=[CH:30][C:29]=3[C:34]([F:36])([F:35])[F:37])=[N:24][N:23]=2)[CH3:21])=[C:7]([C:9]2[O:13][C:12]([C:14]([NH2:1])=[O:16])=[N:11][N:10]=2)[CH:8]=1. Procedure: A 29% aqueous ammonia solution (0.3 ml) was added to a solution of ethyl 5-{5-chloro-2-[(1S)-1-{4-methyl-5-[2-(trifluoromethyl)phenyl]-4H-1,2,4-triazol-3-yl}ethoxy]phenyl}-1,3,4-oxadiazole-2-carboxylate (120 mg) in ethanol (1 ml), followed by stirring at room temperature for one hour. Water was added to the reaction solution, followed by extraction with ethyl acetate. The organic layer was washed with saturated aqueous sodium bicarbonate solution and then saturated brine in this order, and dried... Reactants: Cl.Cl.CC(C)(C)C1=NC2=CC=CC=C2C(=C1)C(CCC1CCN(CC1)CCC1=CC=CC=C1)=O (1-[2-(1,1-dimethyl-ethyl)-4-quinolyl]-3-[1-(2-phenyl-ethyl)-4-piperidyl]-1-propanone dihydrochloride), C[O-].[Na+] (sodium methylate), [BH4-].[Na+] (sodium borohydride). Solvent: CO (methanol). Yields the product Cl.Cl.CC(C)(C)C1=NC2=CC=CC=C2C(=C1)C(CCC1CCN(CC1)CCC1=CC=CC=C1)O (1-[2-(1,1-dimethyl-ethyl)-4-quinolyl]-3-[1-(2-phenyl-ethyl)-4-piperidyl]-1-propanol dihydrochloride). The yield is 167.3%. RXN SMILES: [ClH:1].Cl.[CH3:3][C:4]([C:7]1[CH:16]=[C:15]([C:17](=[O:34])[CH2:18][CH2:19][CH:20]2[CH2:25][CH2:24][N:23]([CH2:26][CH2:27][C:28]3[CH:33]=[CH:32][CH:31]=[CH:30][CH:29]=3)[CH2:22][CH2:21]2)[C:14]2[C:9](=[CH:10][CH:11]=[CH:12][CH:13]=2)[N:8]=1)([CH3:6])[CH3:5].C[O-].[Na+].[BH4-].[Na+]>CO>[ClH:1].[ClH:1].[CH3:6][C:4]([C:7]1[CH:16]=[C:15]([CH:17]([OH:34])[CH2:18][CH2:19][CH:20]2[CH2:25][CH2:24][N:23]([CH2:26][CH2:27][C:28]3[CH:33]=[CH:32][CH:31]=[CH:30][CH:29]=3)[CH2:22][CH2:21]2)[C:14]2[C:9](=[CH:10][CH:11]=[CH:12][CH:13]=2)[N:8]=1)([CH3:3])[CH3:5] |f:0.1.2,3.4,5.6,8.9.10|. Procedure: The operation was as in Example 5, starting from 10 g of 1-[2-(1,1-dimethyl-ethyl)-4-quinolyl]-3-[1-(2-phenyl-ethyl)-4-piperidyl]-1-propanone dihydrochloride, 2.2 g of sodium methylate and 0.8 g of sodium borohydride in 250 ml of methanol. 8.4 g of 1-[2-(1,1-dimethyl-ethyl)-4-quinolyl]-3-[1-(2-phenyl-ethyl)-4-piperidyl]-1-propanol dihydrochloride (racemic), which melted at 190° C. were obtained. Starting materials: CC1=NC(=NN1)CC1=C(C=CC=C1)N=C=S (5-methyl-3-(o-isothiocyanatobenzyl)-1,2,4-triazole), N#CBr (cyanogen bromide), O (water), [H-].[Na+] (sodium hydride). Run in O1CCCC1 (tetrahydrofuran), O1CCCC1 (tetrahydrofuran), O1CCCC1 (tetrahydrofuran). Conditions: time 2 hour. The product is CC=1N=C2N(C(=NC3=C(C2)C=CC=C3)SC#N)N1 (2-methyl-5-cyanothio-11H-1,2,4-triazolo[2,3-c][1,3]benzodiazepine). As a reaction SMILES: [H-].[Na+].[CH3:3][C:4]1[NH:8][N:7]=[C:6]([CH2:9][C:10]2[CH:15]=[CH:14][CH:13]=[CH:12][C:11]=2[N:16]=[C:17]=[S:18])[N:5]=1.[N:19]#[C:20]Br.O>O1CCCC1>[CH3:3][C:4]1[N:5]=[C:6]2[CH2:9][C:10]3[CH:15]=[CH:14][CH:13]=[CH:12][C:11]=3[N:16]=[C:17]([S:18][C:20]#[N:19])[N:7]2[N:8]=1 |f:0.1|. Reported procedure: To a suspension of 0.91 g of sodium hydride in 27 ml of tetrahydrofuran is added dropwise a solution of 8.74 g of 5-methyl-3-(o-isothiocyanatobenzyl)-1,2,4-triazole in 60 ml of tetrahydrofuran over a period of 20 minutes. The mixture is stirred at room temperature for 2 hours. To the resulting suspension a solution of 4.02 g of cyanogen bromide in 35 ml of tetrahydrofuran is added dropwise at 0° over a period of 15 minutes. The mixture is stirred at 0° for 1.5 hours, poured into water and extrac... Reactants: Clc1nnc(Cl)c2cc(Br)ccc12, C1CCC2=NCCCN2CC1, CN1CCCC1=O, COc1ccc(CN)cc1Cl, Cl, O. The product is COc1ccc(CNc2nnc(Cl)c3ccc(Br)cc23)cc1Cl. RXN SMILES: [Br:12][c:13]1[cH:14][c:15]2[c:16]([Cl:24])[n:17][n:18][c:19]([Cl:23])[c:20]2[cH:21][cH:22]1.[CH2:1]1[CH2:2][CH2:3][C:4]2=[N:9][CH2:8][CH2:7][CH2:6][N:5]2[CH2:10][CH2:11]1.[CH3:37][N:38]1[CH2:39][CH2:40][CH2:41][C:42]1=[O:43].[Cl:26][c:27]1[cH:28][c:29]([CH2:30][NH2:31])[cH:32][cH:33][c:34]1[O:35][CH3:36].[ClH:25].[OH2:44]>>[Br:12][c:13]1[cH:14][c:15]2[c:16]([NH:31][CH2:30][c:29]3[cH:28][c:27]([Cl:26])[c:34]([O:35][CH3:36])[cH:33][cH:32]3)[n:17][n:18][c:19]([Cl:23])[c:20]2[cH:21][cH:22]1. The reactants are [H-].[Na+] (sodium hydride), FC1=CC=C(C=C1)[N+](=O)[O-] (1-fluoro-4-nitrobenzene), CC1CCN(CC1)CCO (2-(4-methylpiperidin-1-yl)ethanol). The solvent is CN(C)C=O (DMF). Run at temperature 0 celsius, time 2 hour. Yields the product CC1CCN(CC1)CCOC1=CC=C(C=C1)[N+](=O)[O-] (4-methyl-1-[2-(4-nitrophenoxy)ethyl]piperidine). As a reaction SMILES: [H-].[Na+].F[C:4]1[CH:9]=[CH:8][C:7]([N+:10]([O-:12])=[O:11])=[CH:6][CH:5]=1.[CH3:13][CH:14]1[CH2:19][CH2:18][N:17]([CH2:20][CH2:21][OH:22])[CH2:16][CH2:15]1>CN(C=O)C>[CH3:13][CH:14]1[CH2:19][CH2:18][N:17]([CH2:20][CH2:21][O:22][C:4]2[CH:9]=[CH:8][C:7]([N+:10]([O-:12])=[O:11])=[CH:6][CH:5]=2)[CH2:16][CH2:15]1 |f:0.1|. Procedure details: 200 mg (4.2 mmol) of sodium hydride (55%) is added at 0° C. to a solution of 0.54 g (3.83 mmol) of 1-fluoro-4-nitrobenzene and 0.6 g (4.2 mmol) of 2-(4-methylpiperidin-1-yl)ethanol in 10 mL of DMF under an argon atmosphere. The reaction mixture is stirred for 2 hours at 0° C. and then stirred for a further 1.5 hours at ambient temperature. The reaction mixture is evaporated down and the residue is extracted between water and ethyl acetate. The organic phase is dried, the desiccant is filtered of... Starting materials: C=CCC1(C)CC(c2cccc(Cl)c2)C(c2ccc(Cl)cc2)N(C(CC)CNC)C1=O, CS(=O)(=O)Cl, CN(C)C=O, O=C(O)CC(O)(CC(=O)O)C(=O)O, c1ccncc1. Yields the product C=CCC1(C)CC(c2cccc(Cl)c2)C(c2ccc(Cl)cc2)N(C(CC)CN(C)S(C)(=O)=O)C1=O. Reaction SMILES: [CH2:1]([CH:2]=[CH2:3])[C:4]1([CH3:31])[C:5](=[O:30])[N:6]([CH:24]([CH2:25][NH:26][CH3:27])[CH2:28][CH3:29])[CH:7]([c:17]2[cH:18][cH:19][c:20]([Cl:23])[cH:21][cH:22]2)[CH:8]([c:10]2[cH:11][c:12]([Cl:16])[cH:13][cH:14][cH:15]2)[CH2:9]1.[CH3:32][S:33]([Cl:34])(=[O:35])=[O:36].[O:56]=[CH:57][N:58]([CH3:59])[CH3:60].[OH:43][C:44]([CH2:45][C:46]([C:47](=[O:48])[OH:49])([CH2:50][C:51](=[O:52])[OH:53])[OH:54])=[O:55].[cH:37]1[cH:38][cH:39][n:40][cH:41][cH:42]1>>[CH2:1]([CH:2]=[CH2:3])[C:4]1([CH3:31])[C:5](=[O:30])[N:6]([CH:24]([CH2:25][N:26]([CH3:27])[S:33]([CH3:32])(=[O:35])=[O:36])[CH2:28][CH3:29])[CH:7]([c:17]2[cH:18][cH:19][c:20]([Cl:23])[cH:21][cH:22]2)[CH:8]([c:10]2[cH:11][c:12]([Cl:16])[cH:13][cH:14][cH:15]2)[CH2:9]1.